From a dataset of the Open Reaction Database (ORD), a public repository of structured organic reaction records. describe an organic reaction: reactants, conditions, products, and yield The reactants are SCC(=O)OCC (ethyl 2-mercaptoacetate), [O-]CC.[Na+] (sodium ethoxide), Cl/C(=C/C=O)/C1=CNC2=NC=CC=C21 ((E)-3-chloro-3-(1H-pyrrolo[2,3-b]pyridin-3-yl)acrylaldehyde). Run in CCOC(=O)C (EtOAc), CCO (EtOH). Yields the product N1C=C(C=2C1=NC=CC2)C2=CC=C(S2)C(=O)OCC (Ethyl 5-(1H-pyrrolo[2,3-b]pyridin-3-yl)thiophene-2-carboxylate). Isolated yield 74.0%. As a reaction SMILES: Cl/[C:2](/[C:6]1[C:14]2[C:9](=[N:10][CH:11]=[CH:12][CH:13]=2)[NH:8][CH:7]=1)=[CH:3]/[CH:4]=O.[SH:15][CH2:16][C:17]([O:19][CH2:20][CH3:21])=[O:18].[O-]CC.[Na+]>CCO.CCOC(C)=O>[NH:8]1[C:9]2=[N:10][CH:11]=[CH:12][CH:13]=[C:14]2[C:6]([C:2]2[S:15][C:16]([C:17]([O:19][CH2:20][CH3:21])=[O:18])=[CH:4][CH:3]=2)=[CH:7]1 |f:2.3|. Reported procedure: (E)-3-chloro-3-(1H-pyrrolo[2,3-b]pyridin-3-yl)acrylaldehyde (0.9 g. 4.3 mmol) was dissolved in EtOH (20 mL) and ethyl 2-mercaptoacetate (0.76 g, 6.3 mmol) and sodium ethoxide (1.0 g, 14.7 mmol) were added. The reaction mixture was heated to reflux for 90 minutes. The reaction mixture was diluted with EtOAc and the organic layer was washed with saturated sodium bicarbonate, dried over sodium sulfate, and concentrated to a solid, which was purified by column chromatography on silica (20 to 100% Et... Starting materials: C(C1=CC=CC=C1)(=O)O (benzoic acid), N[C@H]1CN(CCC1)C1=CC(N(C(N1CC1=C(C#N)C=CC=C1)=O)C)=O (2-{6-[3(R)-Amino-piperidin-1-yl]-3-methyl-2,4-dioxo-3,4-dihydro-2H-pyrimidin-1-ylmethyl}-benzonitrile), C(C1=CC=CC=C1)(=O)O (benzoic acid). The product is C(C1=CC=CC=C1)(=O)O.NC1CN(CCC1)C1=CC(N(C(N1CC1=C(C#N)C=CC=C1)=O)C)=O (2-[6-(3-amino-piperidin-1-yl)-3-methyl-2,4-dioxo-3,4-dihydro-2H-pyrimidin-1-ylmethyl]-benzonitrile benzoate). Reaction SMILES: [C:1]([OH:9])(=[O:8])[C:2]1[CH:7]=[CH:6][CH:5]=[CH:4][CH:3]=1.[NH2:10][C@@H:11]1[CH2:16][CH2:15][CH2:14][N:13]([C:17]2[N:22]([CH2:23][C:24]3[CH:31]=[CH:30][CH:29]=[CH:28][C:25]=3[C:26]#[N:27])[C:21](=[O:32])[N:20]([CH3:33])[C:19](=[O:34])[CH:18]=2)[CH2:12]1>>[C:1]([OH:9])(=[O:8])[C:2]1[CH:7]=[CH:6][CH:5]=[CH:4][CH:3]=1.[NH2:10][CH:11]1[CH2:16][CH2:15][CH2:14][N:13]([C:17]2[N:22]([CH2:23][C:24]3[CH:31]=[CH:30][CH:29]=[CH:28][C:25]=3[C:26]#[N:27])[C:21](=[O:32])[N:20]([CH3:33])[C:19](=[O:34])[CH:18]=2)[CH2:12]1 |f:2.3|. Reported procedure: The benzoic acid salt was formed by treating the benzonitrile product (D) with benzoic acid to form 2-[6-(3-amino-piperidin-1-yl)-3-methyl-2,4-dioxo-3,4-dihydro-2H-pyrimidin-1-ylmethyl]-benzonitrile benzoate. Preparation and isolation of the benzoate salt was performed by conventional methods for the formation of acid addition salts. 1H-NMR (400 MHz, CDCl3-CD3OD 10:1): δ 7.82 (d, 1H, J=7.6 Hz), 7.65 (t, 1H, J=7.6 Hz), 7.46 (t, 1H, J=7.6 Hz), 7.23 (d, 1H, J=8.0 Hz), 5.42 (s, 1H), 5.50-5.00 (ABq, ... Reactants: ClC(Cl)(Cl)Cl, C=C(C)c1cccc(C)n1, CCCCCC, O=C1CCC(=O)N1Cl. Product: C=C(CCl)c1cccc(C)n1. As a reaction SMILES: [C:19]([Cl:20])([Cl:21])([Cl:22])[Cl:23].[C:1](=[CH2:2])([CH3:3])[c:4]1[n:5][c:6]([CH3:10])[cH:7][cH:8][cH:9]1.[CH3:24][CH2:25][CH2:26][CH2:27][CH2:28][CH3:29].[Cl:11][N:12]1[C:13](=[O:14])[CH2:15][CH2:16][C:17]1=[O:18]>>[C:1]([CH2:2][Cl:11])(=[CH2:3])[c:4]1[n:5][c:6]([CH3:10])[cH:7][cH:8][cH:9]1.